This data is from the Open Reaction Database (ORD), a public repository of structured organic reaction records. The task is: describe an organic reaction: reactants, conditions, products, and yield The reactants are C(C)C1=NN2C(C3=C(C=C2)OCC3)=C1CC#N ((2-Ethyl-8,9-dihydrofuro[3,2-c]pyrazolo[1,5-a]pyridin-1-yl)acetonitrile). Reagents/catalysts: [Co] (cobalt). The solvent is N.CO (ammonia methanol). Reaction conditions: time 12 hour. Yields the product C(C)C1=NN2C(C3=C(C=C2)OCC3)=C1CCN (2-(2-ethyl-8,9-dihydrofuro[3,2-c]pyrazolo[1,5-a]pyridin-1-yl)ethanamine). Yield: 98.3%. Reaction SMILES: [CH2:1]([C:3]1[C:14]([CH2:15][C:16]#[N:17])=[C:6]2[C:7]3[CH2:13][CH2:12][O:11][C:8]=3[CH:9]=[CH:10][N:5]2[N:4]=1)[CH3:2]>N.CO.[Co]>[CH2:1]([C:3]1[C:14]([CH2:15][CH2:16][NH2:17])=[C:6]2[C:7]3[CH2:13][CH2:12][O:11][C:8]=3[CH:9]=[CH:10][N:5]2[N:4]=1)[CH3:2] |f:1.2|. Procedure: (2-Ethyl-8,9-dihydrofuro[3,2-c]pyrazolo[1,5-a]pyridin-1-yl)acetonitrile (120 mg, 0.528 mmol) and Raney cobalt (1.2 g) were suspended in 2M ammonia/methanol solution (25 mL), and the suspension was stirred at room temperature for 12 hr under a hydrogen atmosphere. The catalyst was filtered through celite, and the filtrate was concentrated under reduced pressure to give the title compound (120 mg, yield 98%). The reactants are CCCCNC1CN(c2nc(C)c(C(=O)OCC)s2)C1, CN1CCOCC1, CCc1[nH]c(C(=O)O)nc1Cl, On1nnc2ccccc21. Yields the product CCCCN(C(=O)c1nc(Cl)c(CC)[nH]1)C1CN(c2nc(C)c(C(=O)OCC)s2)C1. As a reaction SMILES: [CH2:1]([CH2:2][CH2:3][CH3:4])[NH:5][CH:6]1[CH2:7][N:8]([c:10]2[s:11][c:12]([C:16](=[O:17])[O:18][CH2:19][CH3:20])[c:13]([CH3:15])[n:14]2)[CH2:9]1.[CH3:42][N:43]1[CH2:44][CH2:45][O:46][CH2:47][CH2:48]1.[Cl:21][c:22]1[n:23][c:24]([C:29](=[O:30])[OH:31])[nH:25][c:26]1[CH2:27][CH3:28].[OH:32][n:33]1[c:34]2[cH:35][cH:36][cH:37][cH:38][c:39]2[n:40][n:41]1>>[CH2:1]([CH2:2][CH2:3][CH3:4])[N:5]([CH:6]1[CH2:7][N:8]([c:10]2[s:11][c:12]([C:16](=[O:17])[O:18][CH2:19][CH3:20])[c:13]([CH3:15])[n:14]2)[CH2:9]1)[C:29]([c:24]1[n:23][c:22]([Cl:21])[c:26]([CH2:27][CH3:28])[nH:25]1)=[O:30]. Reactants: CCOC(C)O, COc1cc2ncc(C#N)c(Cl)c2cc1OC, Nc1cccc(CO)c1, c1ccncc1. Yields the product COc1cc2ncc(C#N)c(Nc3cccc(CO)c3)c2cc1OC. RXN SMILES: [CH2:27]([O:28][CH:29]([OH:30])[CH3:31])[CH3:32].[Cl:1][c:2]1[c:3]([C:16]#[N:17])[cH:4][n:5][c:6]2[cH:7][c:8]([O:14][CH3:15])[c:9]([O:12][CH3:13])[cH:10][c:11]12.[NH2:18][c:19]1[cH:20][c:21]([CH2:22][OH:23])[cH:24][cH:25][cH:26]1.[cH:33]1[cH:34][cH:35][n:36][cH:37][cH:38]1>>[c:2]1([NH:18][c:19]2[cH:20][c:21]([CH2:22][OH:23])[cH:24][cH:25][cH:26]2)[c:3]([C:16]#[N:17])[cH:4][n:5][c:6]2[cH:7][c:8]([O:14][CH3:15])[c:9]([O:12][CH3:13])[cH:10][c:11]12. Reactants: [Na] (sodium), CS(=O)(=O)O[C@@H]1[C@]2(C)[C@@H](CC1)[C@@H]1CCC3=CC(C=C[C@]3(C)[C@H]1C(C2)=O)=O (17β-methanesulfonyloxy-1,4-androstadiene-3,11-dione), C(C)O (ethanol), ClC1=CC=C(CS)C=C1 (4-chlorobenzylmercaptan). The solvent is C(Cl)(Cl)Cl (chloroform). The product is ClC1=CC=C(CS[C@H]2[C@]3(C)[C@@H](CC2)[C@@H]2CCC4=CC(C=C[C@]4(C)[C@H]2C(C3)=O)=O)C=C1 (17α-(4'-Chlorobenzylthio)-1,4-Androstadiene-3,11-Dione). Reaction SMILES: [Na].C(O)C.[Cl:5][C:6]1[CH:13]=[CH:12][C:9]([CH2:10][SH:11])=[CH:8][CH:7]=1.CS(O[C@H:19]1[CH2:24][CH2:23][C@H:22]2[C@H:25]3[C@H:35]([C:36](=[O:38])[CH2:37][C@:20]12[CH3:21])[C@:33]1([CH3:34])[C:28](=[CH:29][C:30](=[O:39])[CH:31]=[CH:32]1)[CH2:27][CH2:26]3)(=O)=O>C(Cl)(Cl)Cl>[Cl:5][C:6]1[CH:13]=[CH:12][C:9]([CH2:10][S:11][C@@H:19]2[CH2:24][CH2:23][C@H:22]3[C@H:25]4[C@H:35]([C:36](=[O:38])[CH2:37][C@:20]23[CH3:21])[C@:33]2([CH3:34])[C:28](=[CH:29][C:30](=[O:39])[CH:31]=[CH:32]2)[CH2:27][CH2:26]4)=[CH:8][CH:7]=1 |^1:0|. Procedure details: To 1.38 gm. of sodium metal dissolved in 120 ml. of ethanol is added 6 ml. of 4-chlorobenzylmercaptan followed by 2.26 gm. of 17β-methanesulfonyloxy-1,4-androstadiene-3,11-dione. Heat at reflux for 96 hours. Obtain a residue in a manner similar to that described in Example 1A. Dissolve the residue in a minimum amount of chloroform and pass through a 200 gm. silica gel column. Elute with chloroform following the fractions by TLC. Combine the fractions, reduce, and crystallize the residue from eth... Solvent: O (water), CO (methanol), CO (methanol), O (water). The product is CC1N(C(CCC1)C)NC(C#N)C (2-((2,6-Dimethylpiperidino)amino)propionitrile). Starting materials: NN1C(CCCC1C)C (1-amino-2,6-dimethylpiperidine), Cl (hydrochloric acid), C(C)=O (acetaldehyde), Cl (hydrochloric acid), [C-]#N.[Na+] (sodium cyanide). As a reaction SMILES: [C-:1]#[N:2].[Na+].[CH:4](=O)[CH3:5].[NH2:7][N:8]1[CH:13]([CH3:14])[CH2:12][CH2:11][CH2:10][CH:9]1[CH3:15].Cl>O.CO>[CH3:15][CH:9]1[CH2:10][CH2:11][CH2:12][CH:13]([CH3:14])[N:8]1[NH:7][CH:4]([CH3:5])[C:1]#[N:2] |f:0.1|. Reported procedure: 3.9 9 of sodium cyanide, dissolved in 25 ml of water, and 3.5 g of acetaldehyde, dissolved in 25 ml of methanol, are added dropwise with ice-cooling to a mixture of 7.75 g of 1-amino-2,6-dimethylpiperidine, 50 ml of water and 5.2 ml of concentrated hydrochloric acid. The pH of the solution is adjusted to 7 with hydrochloric acid and the reaction mixture is stirred at room temperature for 2 days. After stripping off the methanol, the mixture is extracted with dichloromethane, and the organic phas... Run at time 2 day. The product is BrC=1C=CC=C2C=C(C(=NC12)OC1=CC=CC=C1)C (8-bromo-3-methyl-2-phenoxyquinoline). Solvent: CN(C)C=O (DMF). The yield is 80.9%. As a reaction SMILES: [C:1]1([OH:7])[CH:6]=[CH:5][CH:4]=[CH:3][CH:2]=1.[H-].[Na+].[Br:10][C:11]1[CH:12]=[CH:13][CH:14]=[C:15]2[C:20]=1[N:19]=[C:18](Cl)[C:17]([CH3:22])=[CH:16]2>CN(C=O)C>[Br:10][C:11]1[CH:12]=[CH:13][CH:14]=[C:15]2[C:20]=1[N:19]=[C:18]([O:7][C:1]1[CH:6]=[CH:5][CH:4]=[CH:3][CH:2]=1)[C:17]([CH3:22])=[CH:16]2 |f:1.2|. The reactants are C1(=CC=CC=C1)O (Phenol), [H-].[Na+] (NaH), BrC=1C=CC=C2C=C(C(=NC12)Cl)C (8-Bromo-2-chloro-3-methylquinoline). Procedure: Phenol (954 mg, 10.14 mmol) was added to a suspension of NaH (60% w/w in mineral oil; 406 mg, 10.14 mmol) in DMF (10 mL) at 0° C. and the resulting solution was stirred at 25° C. for 15 min. 8-Bromo-2-chloro-3-methylquinoline (510 mg, 1.988 mmol) was then added, and the resulting solution was heated at 60° C. for 2.5 d. The mixture was cooled to 25° C. and partitioned between EtOAc (100 mL) and saturated aq. NH4Cl (80 mL). The organic layer was separated, sequentially washed with water (2×50 mL)... Reaction conditions: temperature 25 celsius, time 15 minute. Starting materials: [Al+3], CC1CN(Cc2ccccc2)CCC1=O, CCOCC, [H-], [H-], [H-], [H-], [Li+], O. Yields the product CC1CN(Cc2ccccc2)CCC1O. As a reaction SMILES: [Al+3:18].[CH2:1]([c:2]1[cH:3][cH:4][cH:5][cH:6][cH:7]1)[N:8]1[CH2:9][CH:10]([CH3:15])[C:11](=[O:14])[CH2:12][CH2:13]1.[CH3:23][CH2:24][O:25][CH2:26][CH3:27].[H-:16].[H-:19].[H-:20].[H-:21].[Li+:17].[OH2:22]>>[CH2:1]([c:2]1[cH:3][cH:4][cH:5][cH:6][cH:7]1)[N:8]1[CH2:9][CH:10]([CH3:15])[CH:11]([OH:14])[CH2:12][CH2:13]1.